This data is from the Open Reaction Database (ORD), a public repository of structured organic reaction records. The task is: describe an organic reaction: reactants, conditions, products, and yield The reactants are NC1=NNC(C1)=O (3-amino-2-pyrazolin-5-one), COC1=CC=C(N)C=C1 (4-methoxyaniline). The solvent is C(C)(=O)O (acetic acid). The product is COC1=CC=C(C=C1)NC1=NNC(C1)=O (3-(4-Methoxyphenylamino)-2-pyrazolin-5-one). RXN SMILES: [NH2:1][C:2]1[CH2:6][C:5](=[O:7])[NH:4][N:3]=1.[CH3:8][O:9][C:10]1[CH:16]=[CH:15][C:13](N)=[CH:12][CH:11]=1>C(O)(=O)C>[CH3:8][O:9][C:10]1[CH:16]=[CH:15][C:13]([NH:1][C:2]2[CH2:6][C:5](=[O:7])[NH:4][N:3]=2)=[CH:12][CH:11]=1. Procedure: A mixture of 3-amino-2-pyrazolin-5-one (20 mmol), 4-methoxyaniline (25 mol) in 50 ml of acetic acid was refluxed for 4 hours. The solvent was evaporated, the residue was suspended in water. The solid was filtered and crystallized from methanol. The reactants are C1CCOC1, CC(C)=O, ClP(c1ccccc1)c1ccccc1, [Li], O. Product: c1ccc(Pc2ccccc2)cc1. As a reaction SMILES: [CH2:1]1[O:2][CH2:3][CH2:4][CH2:5]1.[CH3:22][C:23]([CH3:24])=[O:25].[Cl:6][P:7]([c:8]1[cH:9][cH:10][cH:11][cH:12][cH:13]1)[c:14]1[cH:15][cH:16][cH:17][cH:18][cH:19]1.[Li:20].[OH2:21]>>[PH:7]([c:8]1[cH:9][cH:10][cH:11][cH:12][cH:13]1)[c:14]1[cH:15][cH:16][cH:17][cH:18][cH:19]1. The reactants are Br, CN, Cc1cc(CO)ccn1. The product is CNCc1ccnc(C)c1. Reaction SMILES: [BrH:12].[CH3:10][NH2:11].[CH3:1][c:2]1[n:3][cH:4][cH:5][c:6]([CH2:8][OH:9])[cH:7]1>>[CH3:1][c:2]1[n:3][cH:4][cH:5][c:6]([CH2:8][NH:11][CH3:10])[cH:7]1. The reactants are C1=CSC(=C1)SCC#N (thiophene-2-thioacetonitrile), [Cl-].[Li+] (lithium chloride), [N-]=[N+]=[N-].[Na+] (sodium azide), [Cl-].[NH4+] (ammonium chloride). Run in CN(C=O)C (dimethylformamide). The product is S1C(=CC=C1)SCC1=NN=NN1 ((2-Thienyl)-(5-tetrazolylmethyl)-sulfide). As a reaction SMILES: [CH:1]1[CH:5]=[C:4]([S:6][CH2:7][C:8]#[N:9])[S:3][CH:2]=1.[N-:10]=[N+:11]=[N-:12].[Na+].[Cl-].[NH4+].[Cl-].[Li+]>CN(C)C=O>[S:3]1[CH:2]=[CH:1][CH:5]=[C:4]1[S:6][CH2:7][C:8]1[NH:12][N:11]=[N:10][N:9]=1 |f:1.2,3.4,5.6|. Reported procedure: A mixture of 7.76 g. (50 millimoles) of thiophene-2-thioacetonitrile, 4.30 g. (66 millimoles) of sodium azide, 3.55 g. (66 millimoles) of ammonium chloride, and 0.38 g. (9 millimoles) of lithium chloride is maintained for 5 hours at 120° in 50 ml. of dry dimethylformamide. The dimethylformamide is withdrawn under vacuum, the residue is combined with 500 ml. of cold 0.2 N sodium hydroxide solution and extracted with ether. The aqueous phase is adjusted to pH 3 and extracted three times with respe... Reactants: Cl (Hydrochloric acid), CON=C(C(=O)NC1[C@@H]2N(C(=CCS2)C(=O)O)C1=O)C(CCl)(OCC)OCC (7-(2-methoxyimino-3,3-diethoxy-4-chlorobutyramido)-3-cephem-4-carboxylic acid). Run in C(Cl)Cl (methlene chloride). Yields the product CON=C(C(=O)NC1[C@@H]2N(C(=CCS2)C(=O)O)C1=O)C(CCl)=O (7-(2-methoxyimino-3-oxo-4-chlorobutyramido)-3-cephem-4-carboxylic acid). The yield is 44.1%. Reaction SMILES: Cl.[CH3:2][O:3][N:4]=[C:5]([C:21](OCC)([O:24]CC)[CH2:22][Cl:23])[C:6]([NH:8][CH:9]1[C:19](=[O:20])[N:11]2[C:12]([C:16]([OH:18])=[O:17])=[CH:13][CH2:14][S:15][C@H:10]12)=[O:7]>C(Cl)Cl>[CH3:2][O:3][N:4]=[C:5]([C:21](=[O:24])[CH2:22][Cl:23])[C:6]([NH:8][CH:9]1[C:19](=[O:20])[N:11]2[C:12]([C:16]([OH:18])=[O:17])=[CH:13][CH2:14][S:15][C@H:10]12)=[O:7]. Reported procedure: 6N Hydrochloric acid (2.4 ml), 7-(2-methoxyimino-3,3-diethoxy-4-chlorobutyramido)-3-cephem-4-carboxylic acid (syn isomer, 301.5 mg) and methlene chloride (3 ml) were treated in a similar manner to that of Example 48 to give 7-(2-methoxyimino-3-oxo-4-chlorobutyramido)-3-cephem-4-carboxylic acid (syn isomer, 110.4 mg). The reactants are CCCS(=O)(=O)Cl, C1COCCO1, CCN(C(C)C)C(C)C, CC(C)(C)OC(=O)N1CC(C(NC(=O)c2ccc(Cl)cc2Cl)c2ccccc2)C1, Cl. Yields the product CCCS(=O)(=O)N1CC(C(NC(=O)c2ccc(Cl)cc2Cl)c2ccccc2)C1. Reaction SMILES: [CH2:40]([CH2:41][CH3:42])[S:43](=[O:44])(=[O:45])[Cl:46].[CH2:47]1[O:48][CH2:49][CH2:50][O:51][CH2:52]1.[CH:31]([N:32]([CH2:33][CH3:34])[CH:35]([CH3:36])[CH3:37])([CH3:38])[CH3:39].[Cl:1][c:2]1[c:3]([C:4](=[O:5])[NH:6][CH:7]([CH:8]2[CH2:9][N:10]([C:12]([O:13][C:14]([CH3:15])([CH3:16])[CH3:17])=[O:18])[CH2:11]2)[c:19]2[cH:20][cH:21][cH:22][cH:23][cH:24]2)[cH:25][cH:26][c:27]([Cl:29])[cH:28]1.[ClH:30]>>[Cl:1][c:2]1[c:3]([C:4](=[O:5])[NH:6][CH:7]([CH:8]2[CH2:9][N:10]([S:43]([CH2:40][CH2:41][CH3:42])(=[O:44])=[O:45])[CH2:11]2)[c:19]2[cH:20][cH:21][cH:22][cH:23][cH:24]2)[cH:25][cH:26][c:27]([Cl:29])[cH:28]1.